describe an organic reaction: reactants, conditions, products, and yield From a dataset of the Open Reaction Database (ORD), a public repository of structured organic reaction records. Starting materials: BrC=1C=C(C(=NC1)NC)[N+](=O)[O-] ((5-bromo-3-nitro-pyridin-2-yl)-methyl-amine), O.O.[Sn](Cl)Cl (tin dichloride dihydrate). The solvent is C1CCOC1 (THF). Reaction conditions: temperature 70 celsius. Yields the product BrC=1C=C(C(=NC1)NC)N (5-Bromo-N*2*-methyl-pyridine-2,3-diamine). As a reaction SMILES: [Br:1][C:2]1[CH:3]=[C:4]([N+:10]([O-])=O)[C:5]([NH:8][CH3:9])=[N:6][CH:7]=1.O.O.[Sn](Cl)Cl>C1COCC1>[Br:1][C:2]1[CH:3]=[C:4]([NH2:10])[C:5]([NH:8][CH3:9])=[N:6][CH:7]=1 |f:1.2.3|. Procedure: A suspension of (5-bromo-3-nitro-pyridin-2-yl)-methyl-amine (Stage 67.1.5, 4.58 g, 19.75 mmol) and tin dichloride dihydrate (Acros, Basel, Switzerland, 13.38 g, 59.3 mmol) in 200 ml of THF was heated at 70° C. for 220 min. The solvent was removed by evaporation and the residue taken in CH2Cl2 (100 ml) and 5 M aqueous NaOH (50 ml) and stirred until all the solid was dissolved. The organic layer was separated and the aqueous layer was extracted with CH2Cl2. The combined organic layers were washed ... Starting materials: C=1SC=C2NC3=C(NC(C21)=O)C=CC=C3 (4,9-dihydro-10H-thieno[3,4-b][1,5]benzodiazepin-10-one), ice water, [H-].[Na+] (sodium hydride), C(CC)I (n-propyl iodide). Run in CN(C=O)C (dimethylformamide). Run at time 8 hour. Product: C(CC)N1C(C=2C(NC3=C1C=CC=C3)=CSC2)=O (4,9-Dihydro-9-propyl-10H-thieno[3,4-b][1,5]benzodiazepin-10-one). RXN SMILES: [CH:1]1[S:2][CH:3]=[C:4]2[C:10]=1[C:9](=[O:11])[NH:8][C:7]1[CH:12]=[CH:13][CH:14]=[CH:15][C:6]=1[NH:5]2.[H-].[Na+].[CH2:18](I)[CH2:19][CH3:20]>CN(C)C=O>[CH2:18]([N:8]1[C:7]2[CH:12]=[CH:13][CH:14]=[CH:15][C:6]=2[NH:5][C:4]2=[CH:3][S:2][CH:1]=[C:10]2[C:9]1=[O:11])[CH2:19][CH3:20] |f:1.2|. Reported procedure: An 11.8 g. portion of 4,9-dihydro-10H-thieno[3,4-b][1,5]benzodiazepin-10-one and 2.8 g. of 50% sodium hydride in mineral oil in 175 ml. of dimethylformamide is stirred for 2 hours. A 12.6 g. portion of n-propyl iodide is added and the mixture is stirred overnight at room temperature. The reaction mixture is poured into ice water. After 3 hours the brown crystals are recovered by filtration, washed thoroughly with water, then ether and dried. This solid is heated to boiling in 75 ml. of methanol,... The reactants are NC1=C(C=CC=C1)S (o-aminothiophenol), C(C#N)C#N (malonodinitrile), C(C)O (ethanol), Cl (Hydrogen chloride). Run in C(Cl)(Cl)Cl (chloroform), C(Cl)(Cl)Cl (chloroform). Reaction conditions: time 16 hour. Product: S1C(=NC2=C1C=CC=C2)CC#N (1,3-benzothiazol-2-ylacetonitrile). As a reaction SMILES: [CH2:1]([C:4]#[N:5])[C:2]#[N:3].C(O)C.Cl.N[C:11]1[CH:16]=[CH:15][CH:14]=[CH:13][C:12]=1[SH:17]>C(Cl)(Cl)Cl>[S:17]1[C:12]2[CH:13]=[CH:14][CH:15]=[CH:16][C:11]=2[N:3]=[C:2]1[CH2:1][C:4]#[N:5]. Procedure details: To a solution of malonodinitrile (13.22 g, 0.200 mole) in dry chloroform (100 mL) was added ethanol (9.2 g, 0.200 mole). Hydrogen chloride (8.0 g, 0.220 mole) was passed into the solution at room temperature and the resulting suspension was stirred for an additional 16 hours at room temperature. The excess of hydrogen chloride was removed by passing dry nitrogen into the reaction mixture. A solution of o-aminothiophenol (25 g, 0.200 mole) in chloroform was added to the reaction mixture dropwise ... The reactants are COC(C1=C(C=CC=C1)OCCCCCCCCCCCCCC)=O (2-(Tetradecyloxy)benzoic acid methyl ester), [H-].[Al+3].[Li+].[H-].[H-].[H-] (lithium aluminum hydride). Run in O1CCCC1 (tetrahydrofuran). Conditions: time 60 hour. The product is C(CCCCCCCCCCCCC)OC1=C(C=CC=C1)CO (2-(Tetradecyloxy)benzenemethanol). As a reaction SMILES: C[O:2][C:3](=O)[C:4]1[CH:9]=[CH:8][CH:7]=[CH:6][C:5]=1[O:10][CH2:11][CH2:12][CH2:13][CH2:14][CH2:15][CH2:16][CH2:17][CH2:18][CH2:19][CH2:20][CH2:21][CH2:22][CH2:23][CH3:24].[H-].[Al+3].[Li+].[H-].[H-].[H-]>O1CCCC1>[CH2:11]([O:10][C:5]1[CH:6]=[CH:7][CH:8]=[CH:9][C:4]=1[CH2:3][OH:2])[CH2:12][CH2:13][CH2:14][CH2:15][CH2:16][CH2:17][CH2:18][CH2:19][CH2:20][CH2:21][CH2:22][CH2:23][CH3:24] |f:1.2.3.4.5.6|. Procedure details: The title compound is prepared by the procedure of Example 19 using 20.0 g of product from Example 17, 200 ml of dry tetrahydrofuran and 6.53 g of lithium aluminum hydride. The reaction is stirred at room temperature for 60 hours. The product, 18.4 g, is obtained as colorless crystals. The reactants are Cl.C(C)OC(=O)C1=C(SC=C1C1=CC=C(C=C1)OCC(=O)OCC)N (2-amino-4-(4-ethoxycarbonylmethoxy-phenyl)-thiophene-3-carboxylic acid ethyl ester hydrochloride salt), C(C=C)[Mg]Cl (allylmagnesium chloride), C1CCOC1 (THF). Reaction conditions: time 0.5 hour. Yields the product C(C)OC(=O)C1=C(SC=C1C1=CC=C(C=C1)OCC(CC=C)(O)CC=C)N (4-[4-(2-allyl-2-hydroxy-pent-4-enyloxy)-phenyl]-2-aminothiophene-3-carboxylic acid ethyl ester). As a reaction SMILES: Cl.[CH2:2]([O:4][C:5]([C:7]1[C:11]([C:12]2[CH:17]=[CH:16][C:15]([O:18][CH2:19][C:20]([O:22]CC)=O)=[CH:14][CH:13]=2)=[CH:10][S:9][C:8]=1[NH2:25])=[O:6])[CH3:3].[CH2:26]([Mg]Cl)[CH:27]=[CH2:28].[CH2:31]1[CH2:35]OC[CH2:32]1>>[CH2:2]([O:4][C:5]([C:7]1[C:11]([C:12]2[CH:13]=[CH:14][C:15]([O:18][CH2:19][C:20]([CH2:35][CH:31]=[CH2:32])([OH:22])[CH2:26][CH:27]=[CH2:28])=[CH:16][CH:17]=2)=[CH:10][S:9][C:8]=1[NH2:25])=[O:6])[CH3:3] |f:0.1|. Reported procedure: To a cold (0 C) solution of 2-amino-4-(4-ethoxycarbonylmethoxy-phenyl)-thiophene-3-carboxylic acid ethyl ester hydrochloride salt (1.5 g, 3.90 mmol) in THF (20 mL) was added allylmagnesium chloride (11.7 mL, 23.4 mmol, 2 M solution in THF). The thick slurry was stirred for 0.5 h and was then quenched by the slow addition of saturated NH4Cl (20 mL). The layers were separated, and the aqueous was extracted with EtOAc (3×20 mL). The combined organic layers were dried with anhydrous Na2SO4, filtered... Reactants: CCN(C(C)C)C(C)C, Cc1nc(-c2ccc(C(F)(F)F)cc2)ccc1CO, C, O=S(=O)(Cl)Cl. Yields the product Cc1nc(-c2ccc(C(F)(F)F)cc2)ccc1COS(C)(=O)=O. Reaction SMILES: [CH2:20]([N:21]([CH:22]([CH3:23])[CH3:24])[CH:25]([CH3:26])[CH3:27])[CH3:28].[CH3:1][c:2]1[n:3][c:4](-[c:10]2[cH:11][cH:12][c:13]([C:16]([F:17])([F:18])[F:19])[cH:14][cH:15]2)[cH:5][cH:6][c:7]1[CH2:8][OH:9].[CH4:34].[S:29](=[O:30])(=[O:31])([Cl:32])[Cl:33]>>[CH3:1][c:2]1[n:3][c:4](-[c:10]2[cH:11][cH:12][c:13]([C:16]([F:17])([F:18])[F:19])[cH:14][cH:15]2)[cH:5][cH:6][c:7]1[CH2:8][O:9][S:29](=[O:30])(=[O:31])[CH3:34].